From a dataset of the Open Reaction Database (ORD), a public repository of structured organic reaction records. describe an organic reaction: reactants, conditions, products, and yield Reactants: CO.C(Cl)(Cl)Cl (MeOH CHCl3), NC=1N=C(SC1C(=O)C1=C(C=C(C=C1Cl)Cl)Cl)NC1=CC=C(C=C1)N1CCN(CC1)C(=O)OC(C)(C)C ({4-Amino-2-[4-(4-tert-butoxycarbonyl-piperazin-1-yl)-phenylamino]-thiazol-5-yl}-(2,4,6-trichloro-phenyl)-methanone), O (water), C(=O)(O)[O-].[Na+] (NaHCO3), yellow amorphous powder. Run in FC(C(=O)O)(F)F (trifluoroacetic acid). Run at time 20 minute. Product: NC=1N=C(SC1C(=O)C1=C(C=C(C=C1Cl)Cl)Cl)NC1=CC=C(C=C1)N1CCNCC1 ([4-Amino-2-(4-piperazin-1-yl-phenylamino)-thiazol-5-yl]-(2,4,6-trichloro-phenyl)-methanone). Reaction SMILES: [NH2:1][C:2]1[N:3]=[C:4]([NH:18][C:19]2[CH:24]=[CH:23][C:22]([N:25]3[CH2:30][CH2:29][N:28](C(OC(C)(C)C)=O)[CH2:27][CH2:26]3)=[CH:21][CH:20]=2)[S:5][C:6]=1[C:7]([C:9]1[C:14]([Cl:15])=[CH:13][C:12]([Cl:16])=[CH:11][C:10]=1[Cl:17])=[O:8].O.C([O-])(O)=O.[Na+].CO.C(Cl)(Cl)Cl>FC(F)(F)C(O)=O>[NH2:1][C:2]1[N:3]=[C:4]([NH:18][C:19]2[CH:24]=[CH:23][C:22]([N:25]3[CH2:26][CH2:27][NH:28][CH2:29][CH2:30]3)=[CH:21][CH:20]=2)[S:5][C:6]=1[C:7]([C:9]1[C:10]([Cl:17])=[CH:11][C:12]([Cl:16])=[CH:13][C:14]=1[Cl:15])=[O:8] |f:2.3,4.5|. Procedure details: The title compound was prepared as follows. {4-Amino-2-[4-(4-tert-butoxycarbonyl-piperazin-1-yl)-phenylamino]-thiazol-5-yl}-(2,4,6-trichloro-phenyl)-methanone (50 mg, 0.086 mmol) was stirred in trifluoroacetic acid (TFA; 0.5 mL) at 0° C. After 20 min at 0° C., a minimal amount of water was added, and sat aq NaHCO3 was used for neutralization. The resultant suspension was filtered to obtain a yellow paste, which gave a suspension with MeOH/CHCl3 and led to isolation of 22 mg (42%) of yellow amorp... Reaction SMILES: [OH:1][CH:2]1[CH2:7][CH2:6][NH:5][CH2:4][CH2:3]1.[C:8]1([CH2:14][CH2:15][C:16](Cl)=[O:17])[CH:13]=[CH:12][CH:11]=[CH:10][CH:9]=1.C1(C(C)C(O)=O)C=CC=CC=1.[OH-].[Na+]>C1(C)C=CC=CC=1>[C:8]1([CH2:14][CH2:15][C:16]([N:5]2[CH2:6][CH2:7][CH:2]([OH:1])[CH2:3][CH2:4]2)=[O:17])[CH:13]=[CH:12][CH:11]=[CH:10][CH:9]=1 |f:3.4|. Yields the product amine, C1(=CC=CC=C1)CCC(=O)N1CCC(CC1)O (1-(3-phenylpropionyl)-4-hydroxypiperidine). Yield: 38.9%. Starting materials: [OH-].[Na+] (NaOH), OC1CCNCC1 (4-hydroxypiperidine), C1(=CC=CC=C1)CCC(=O)Cl (phenylpropionyl chloride), C1(=CC=CC=C1)C(C(=O)O)C (phenylpropionic acid). Run at time 24 hour. The solvent is C1(=CC=CC=C1)C (toluene), C1(=CC=CC=C1)C (toluene). Reported procedure: This amine was synthesized in accordance with the method of Scheme 37. To 4 g (40 mmol) of 4-hydroxypiperidine in 20 mL of toluene was added phenylpropionyl chloride (derived from 6 g (40 mmol) of phenylpropionic acid in excess thionyl chloride). To the mixture was added excess 2N aqueous NaOH. After stirring 24 hours, the toluene layer was discarded and the aqueous phase was extracted with CH2Cl2, dried, and evaporated under vacuum to give 3.63 g (39%) of 1-(3-phenylpropionyl)-4-hydroxypiperidi... Starting materials: CNC(=O)c1cc(F)ccc1C[NH3+], CCN=C=NCCCN(C)C, CCN(C(C)C)C(C)C, [Cl-], Cl, CN(C)C=O, CN1CCCN(c2nc(C(=O)O)c(O)c3ncccc23)S1(=O)=O, On1nnc2cccnc21. Product: CNC(=O)c1cc(F)ccc1CNC(=O)c1nc(N2CCCN(C)S2(=O)=O)c2cccnc2c1O. As a reaction SMILES: [CH3:25][NH:26][C:27](=[O:28])[c:29]1[c:30]([CH2:36][NH3+:37])[cH:31][cH:32][c:33]([F:35])[cH:34]1.[CH3:39][N:40]([CH3:41])[CH2:42][CH2:43][CH2:44][N:45]=[C:46]=[N:47][CH2:48][CH3:49].[CH:60]([N:61]([CH:62]([CH3:63])[CH3:64])[CH2:65][CH3:66])([CH3:67])[CH3:68].[Cl-:24].[ClH:38].[O:69]=[CH:70][N:71]([CH3:72])[CH3:73].[OH:1][c:2]1[c:3]([C:21](=[O:22])[OH:23])[n:4][c:5]([N:12]2[S:13](=[O:19])(=[O:20])[N:14]([CH3:18])[CH2:15][CH2:16][CH2:17]2)[c:6]2[cH:7][cH:8][cH:9][n:10][c:11]12.[OH:50][n:51]1[c:52]2[n:53][cH:54][cH:55][cH:56][c:57]2[n:58][n:59]1>>[OH:1][c:2]1[c:3]([C:21](=[O:22])[NH:37][CH2:36][c:30]2[c:29]([C:27]([NH:26][CH3:25])=[O:28])[cH:34][c:33]([F:35])[cH:32][cH:31]2)[n:4][c:5]([N:12]2[S:13](=[O:19])(=[O:20])[N:14]([CH3:18])[CH2:15][CH2:16][CH2:17]2)[c:6]2[cH:7][cH:8][cH:9][n:10][c:11]12. The reactants are Brc1ccccn1, [Li]CCCC, CCCCCC, COCOc1ccc(C=O)cc1N(C)C, [Cl-], [NH4+], C1CCOC1. The product is COCOc1ccc(C(O)c2ccccn2)cc1N(C)C. As a reaction SMILES: [Br:1][c:2]1[cH:3][cH:4][cH:5][cH:6][n:7]1.[CH2:8]([Li:9])[CH2:10][CH2:11][CH3:12].[CH3:13][CH2:14][CH2:15][CH2:16][CH2:17][CH3:18].[CH3:19][N:20]([c:21]1[cH:22][c:23]([CH:24]=[O:25])[cH:26][cH:27][c:28]1[O:29][CH2:30][O:31][CH3:32])[CH3:33].[Cl-:34].[NH4+:35].[O:36]1[CH2:37][CH2:38][CH2:39][CH2:40]1>>[c:2]1([CH:24]([c:23]2[cH:22][c:21]([N:20]([CH3:19])[CH3:33])[c:28]([O:29][CH2:30][O:31][CH3:32])[cH:27][cH:26]2)[OH:25])[cH:3][cH:4][cH:5][cH:6][n:7]1. Reactants: Cl.CC1=C(C=CC=2C(OCC21)=O)CCN2CCNCC2 (4-methyl-5-(2-piperazin-1-ylethyl)-2-benzofuran-1(3H)-one hydrochloride), C(C)(C)(C)OC(=O)N1CCN(CC1)CCC1=C(C2=C(C(OC2)=O)C=C1)CC (tert-butyl-4-[2-(4-ethyl-1-oxo-1,3-dihydro-2-benzofuran-5-yl)ethyl]piperazine-1-carboxylate). Yields the product C(C)C1=C(C=CC=2C(OCC21)=O)CCN2CCNCC2 (4-Ethyl-5-[2-(piperazin-1-yl)ethyl]-2-benzofuran-1(3H)-one). RXN SMILES: Cl.CC1C2COC(=O)C=2C=CC=1CCN1CCNCC1.C(OC([N:28]1[CH2:33][CH2:32][N:31]([CH2:34][CH2:35][C:36]2[CH:45]=[CH:44][C:39]3[C:40](=[O:43])[O:41][CH2:42][C:38]=3[C:37]=2[CH2:46][CH3:47])[CH2:30][CH2:29]1)=O)(C)(C)C>>[CH2:46]([C:37]1[C:38]2[CH2:42][O:41][C:40](=[O:43])[C:39]=2[CH:44]=[CH:45][C:36]=1[CH2:35][CH2:34][N:31]1[CH2:30][CH2:29][NH:28][CH2:33][CH2:32]1)[CH3:47] |f:0.1|. Procedure: 4-Ethyl-5-[2-(piperazin-1-yl)ethyl]-2-benzofuran-1(3H)-one was prepared in a similar fashion to that described for the synthesis of 4-methyl-5-(2-piperazin-1-ylethyl)-2-benzofuran-1(3H)-one hydrochloride above starting from tert-butyl-4-[2-(4-ethyl-1-oxo-1,3-dihydro-2-benzofuran-5-yl)ethyl]piperazine-1-carboxylate. LC-MS (IE, m/z): 275 [M+1]+. Starting materials: FC=1C(=C(C=CC1)[N+](=O)[O-])F (difluoronitrobenzene), N1CCC(C(=O)OC)CC1 (methyl isonipecotate), C(C)(C)N(CC)C(C)C (diisopropylethylamine). Run in C(C)#N (acetonitrile). Conditions: temperature 80 celsius. Product: FC1=C(C(=CC=C1)[N+](=O)[O-])N1CCC(CC1)C(=O)OC (Methyl 1-(2-fluoro-6-nitrophenyl)piperidine-4-carboxylate). Reaction SMILES: [F:1][C:2]1[C:3](F)=[C:4]([N+:8]([O-:10])=[O:9])[CH:5]=[CH:6][CH:7]=1.[NH:12]1[CH2:21][CH2:20][CH:15]([C:16]([O:18][CH3:19])=[O:17])[CH2:14][CH2:13]1.C(N(C(C)C)CC)(C)C>C(#N)C>[F:1][C:2]1[CH:7]=[CH:6][CH:5]=[C:4]([N+:8]([O-:10])=[O:9])[C:3]=1[N:12]1[CH2:21][CH2:20][CH:15]([C:16]([O:18][CH3:19])=[O:17])[CH2:14][CH2:13]1. Procedure: A mixture of difluoronitrobenzene (0.34 mL, 3.10 mmol), methyl isonipecotate (0.51 mL, 3.78 mmol), and diisopropylethylamine (1.08 mL, 6.20 mmol) in acetonitrile (15 mL) was heated at 80° C. overnight. The solvents were removed in vacuo. Chromatographic purification (20% ethyl acetate:hexane) of the residue gave Int-20a (0.85 g, 97%) as a yellow oil.